Dataset: the Open Reaction Database (ORD), a public repository of structured organic reaction records. Task: describe an organic reaction: reactants, conditions, products, and yield RXN SMILES: [C:1]1([CH2:7][C:8]#[N:9])[CH:6]=[CH:5][CH:4]=[CH:3][CH:2]=1.[C:10](=O)(OC)OC.C(=O)([O-])[O-].C([O-])([O-])=O.[Na+].[Na+].C([O-])([O-])=O.[K+].[K+].C([O-])([O-])=O.[Cs+].[Cs+]>>[C:1]1([CH:7]([CH3:10])[C:8]#[N:9])[CH:6]=[CH:5][CH:4]=[CH:3][CH:2]=1 |f:3.4.5,6.7.8,9.10.11|. Yields the product C1(=CC=CC=C1)C(C#N)C (2-Phenylpropionitrile). Reactants: C(=O)([O-])[O-].[Na+].[Na+] (Na2CO3), C1(=CC=CC=C1)CC#N (phenylacetonitrile), Li2CO3, C(=O)([O-])[O-].[Cs+].[Cs+] (Cs2CO3), C(OC)(OC)=O (dimethyl carbonate), C([O-])([O-])=O (carbonate), C(=O)([O-])[O-].[K+].[K+] (K2CO3). Reported procedure: The procedure of example (1) is followed, using phenylacetonitrile, dimethyl carbonate and a catalytic amount of alkali carbonate in a 1:18:0.05 molar ratio. Li2CO3, Na2CO3, K2CO3 and Cs2CO3 were used respectively, to obtain the following results: The reactants are OCCCCCCCCCBr, ClC(Cl)(Cl)Cl, CC#N, [O-][I+3]([O-])([O-])[O-], [Na+], O, Cl[Ru](Cl)Cl. Product: O=C(O)CCCCCCCCBr. RXN SMILES: [Br:1][CH2:2][CH2:3][CH2:4][CH2:5][CH2:6][CH2:7][CH2:8][CH2:9][CH2:10][OH:11].[C:18]([Cl:19])([Cl:20])([Cl:21])[Cl:22].[CH3:23][C:24]#[N:25].[I+3:12]([O-:13])([O-:14])([O-:15])[O-:16].[Na+:17].[OH2:30].[Ru:26]([Cl:27])([Cl:28])[Cl:29]>>[Br:1][CH2:2][CH2:3][CH2:4][CH2:5][CH2:6][CH2:7][CH2:8][CH2:9][C:10](=[O:11])[OH:13]. Starting materials: BrC=1C=NC=2N(C1)N=C(C2)C(=O)O (6-bromo-pyrazolo[1,5-a]pyrimidine-2-carboxylic acid), O1C=C(C=C1)C=1C=C2CCNC(C2=CC1)C (6-Furan-3-yl-1-methyl-1,2,3,4-tetrahydro-isoquinoline). Product: BrC=1C=NC=2N(C1)N=C(C2)C(=O)N2C(C1=CC=C(C=C1CC2)C2=COC=C2)C ((6-Bromo-pyrazolo[1,5-a]pyrimidin-2-yl)-(6-furan-3-yl-1-methyl-3,4-dihydro-1H-isoquinolin-2-yl)-methanone). As a reaction SMILES: [Br:1][C:2]1[CH:3]=[N:4][C:5]2[N:6]([N:8]=[C:9]([C:11]([OH:13])=O)[CH:10]=2)[CH:7]=1.[O:14]1[CH:18]=[CH:17][C:16]([C:19]2[CH:20]=[C:21]3[C:26](=[CH:27][CH:28]=2)[CH:25]([CH3:29])[NH:24][CH2:23][CH2:22]3)=[CH:15]1>>[Br:1][C:2]1[CH:3]=[N:4][C:5]2[N:6]([N:8]=[C:9]([C:11]([N:24]3[CH2:23][CH2:22][C:21]4[C:26](=[CH:27][CH:28]=[C:19]([C:16]5[CH:17]=[CH:18][O:14][CH:15]=5)[CH:20]=4)[CH:25]3[CH3:29])=[O:13])[CH:10]=2)[CH:7]=1. Procedure: In close analogy to the procedure described in Example 1, 6-bromo-pyrazolo[1,5-a]pyrimidine-2-carboxylic acid is reacted with 6-Furan-3-yl-1-methyl-1,2,3,4-tetrahydro-isoquinoline to provide the title compound in moderate yield. Starting materials: N#CCc1ccccc1, Cc1ccccc1, C[Al](C)C, C, ClC(Cl)Cl, [Cl-], [NH4+]. Product: N=C(N)Cc1ccccc1. RXN SMILES: [CH2:8]([c:9]1[cH:10][cH:11][cH:12][cH:13][cH:14]1)[C:15]#[N:16].[CH3:17][c:18]1[cH:19][cH:20][cH:21][cH:22][cH:23]1.[CH3:3][Al:4]([CH3:5])[CH3:6].[CH4:7].[CH:24]([Cl:25])([Cl:26])[Cl:27].[Cl-:1].[NH4+:2]>>[NH2:2][C:15]([CH2:8][c:9]1[cH:10][cH:11][cH:12][cH:13][cH:14]1)=[NH:16].